describe an organic reaction: reactants, conditions, products, and yield From a dataset of the Open Reaction Database (ORD), a public repository of structured organic reaction records. Product: Cc1cccc(C(=CCOCCN2CCCC(C(=O)O)C2)c2ccccc2)c1. Reactants: CCOC(=O)C1CCCN(CCOCC=C(c2ccccc2)c2cccc(C)c2)C1, CCO, [Na+], [OH-]. RXN SMILES: [CH2:1]([CH3:2])[O:3][C:4](=[O:5])[CH:6]1[CH2:7][N:8]([CH2:12][CH2:13][O:14][CH2:15][CH:16]=[C:17]([c:18]2[cH:19][cH:20][cH:21][cH:22][cH:23]2)[c:24]2[cH:25][c:26]([CH3:30])[cH:27][cH:28][cH:29]2)[CH2:9][CH2:10][CH2:11]1.[CH3:33][CH2:34][OH:35].[Na+:32].[OH-:31]>>[O:3]=[C:4]([OH:5])[CH:6]1[CH2:7][N:8]([CH2:12][CH2:13][O:14][CH2:15][CH:16]=[C:17]([c:18]2[cH:19][cH:20][cH:21][cH:22][cH:23]2)[c:24]2[cH:25][c:26]([CH3:30])[cH:27][cH:28][cH:29]2)[CH2:9][CH2:10][CH2:11]1. Starting materials: CC1([C@@H]([C@@H]1C=C=CC(=O)OCC)C(=O)O[C@@H](C1=CC(=CC=C1)OC1=CC=CC=C1)C#N)C ((S)α-cyano-3-phenoxy-benzyl (1R,cis) 2,2-dimethyl-3-(3-ethoxycarbonyl-1,2-propadienyl)-cyclopropane-carboxylate), C(C=C)C1=C(C(CC1=O)O)C (3-allyl-2-metyl-1-hydroxy-2-cyclopenten-4-one). Yields the product CC1([C@@H]([C@H]1C=C=CC(=O)OCC)C(=O)OC1C(=C(C(C1)=O)CC=C)C)C (3-allyl-2-methyl-4-oxo-2-cyclopenten-1-yl (1R,trans) 2,2-dimethyl-3-(4-ethoxy-4-oxo-1,2-butadienyl)-cyclopropanecarboxylate). Reaction SMILES: [CH3:1][C:2]1([CH3:32])[C@@H:4]([CH:5]=[C:6]=[CH:7][C:8]([O:10][CH2:11][CH3:12])=[O:9])[C@H:3]1[C:13]([O:15][C@H:16]([C:30]#N)[C:17]1[CH:22]=CC=[C:19]([O:23]C2C=CC=CC=2)[CH:18]=1)=[O:14].[CH2:33]([C:36]1C(=O)CC(O)C=1C)[CH:34]=C>>[CH3:1][C:2]1([CH3:32])[C@H:4]([CH:5]=[C:6]=[CH:7][C:8]([O:10][CH2:11][CH3:12])=[O:9])[C@H:3]1[C:13]([O:15][CH:16]1[CH2:30][C:19](=[O:23])[C:18]([CH2:36][CH:33]=[CH2:34])=[C:17]1[CH3:22])=[O:14]. Procedure: Using the procedure of Example 22, 1.5 g of (S) 3-allyl-2-metyl-1-hydroxy-2-cyclopenten-4-one were reacted to obtain 0.794 g of 3-allyl-2-methyl-4-oxo-2-cyclopenten-1-yl (1R,trans) 2,2-dimethyl-3-(4-ethoxy-4-oxo-1,2-butadienyl)-cyclopropanecarboxylate. The reactants are CCCCCCCCCCCCCCOCC(C[N+](C)(C)CCO)OCCCCCCCCCCCCCC.[Br-] (DMRIE), C(Cl)(Cl)Cl (chloroform). Product: C(Cl)(Cl)Cl.CO.[NH4+].[OH-].O (CHCl3 MeOH NH4OH H2O). RXN SMILES: CCCCCCCCCCCCC[CH2:14][O:15]CC(OCCCCCCCCCCCCCC)C[N+:19](CCO)(C)C.[Br-].[CH:41]([Cl:44])([Cl:43])[Cl:42]>>[CH:41]([Cl:44])([Cl:43])[Cl:42].[CH3:14][OH:15].[NH4+:19].[OH-:15].[OH2:15] |f:0.1,3.4.5.6.7|. Procedure: DMRIE-Ox (300 mg) was dissolved in 7 mL chloroform and washed with 3 mL 1N HCl. The organic phase was dried with MgSO4, then filtered into a reaction vessel. The solution was placed in an ice-water bath and N-hydrosuccinimide (82 mg) then dicyclohexylcarbodiimide (1.3 mL of a 0.5 M solution in dichloromethane) were added and the reaction was allowed to stir with warming for 8 hours. At this time propyl amine (40 mg) was added as a neat liquid and the reaction allowed to stir at room temperature ... Reactants: C1CCOC1, CCOC(C)=O, [H][H], CCCCCCCCCC(=O)Oc1ccc([N+](=O)[O-])cc1OC(=O)CCCCCCCCC. The product is CCCCCCCCCC(=O)Oc1ccc(N)cc1OC(=O)CCCCCCCCC. Reaction SMILES: [CH2:42]1[O:43][CH2:44][CH2:45][CH2:46]1.[CH3:36][CH2:37][O:38][C:39](=[O:40])[CH3:41].[H:34][H:35].[O:1]=[C:2]([CH2:3][CH2:4][CH2:5][CH2:6][CH2:7][CH2:8][CH2:9][CH2:10][CH3:11])[O:12][c:13]1[cH:14][c:15]([N+:31]([O-:32])=[O:33])[cH:16][cH:17][c:18]1[O:19][C:20]([CH2:21][CH2:22][CH2:23][CH2:24][CH2:25][CH2:26][CH2:27][CH2:28][CH3:29])=[O:30]>>[O:1]=[C:2]([CH2:3][CH2:4][CH2:5][CH2:6][CH2:7][CH2:8][CH2:9][CH2:10][CH3:11])[O:12][c:13]1[cH:14][c:15]([NH2:31])[cH:16][cH:17][c:18]1[O:19][C:20]([CH2:21][CH2:22][CH2:23][CH2:24][CH2:25][CH2:26][CH2:27][CH2:28][CH3:29])=[O:30].